The task is: describe an organic reaction: reactants, conditions, products, and yield. This data is from the Open Reaction Database (ORD), a public repository of structured organic reaction records. Reactants: O=C(OCc1ccccc1)C1CCCN1, Cl, O=S(=O)(Cl)c1ccc(F)cc1. The product is O=C(OCc1ccccc1)C1CCCN1S(=O)(=O)c1ccc(F)cc1. RXN SMILES: [CH2:2]([c:3]1[cH:4][cH:5][cH:6][cH:7][cH:8]1)[O:9][C:10]([CH:11]1[NH:12][CH2:13][CH2:14][CH2:15]1)=[O:16].[ClH:1].[F:17][c:18]1[cH:19][cH:20][c:21]([S:24](=[O:25])(=[O:26])[Cl:27])[cH:22][cH:23]1>>[CH2:2]([c:3]1[cH:4][cH:5][cH:6][cH:7][cH:8]1)[O:9][C:10]([CH:11]1[N:12]([S:24]([c:21]2[cH:20][cH:19][c:18]([F:17])[cH:23][cH:22]2)(=[O:25])=[O:26])[CH2:13][CH2:14][CH2:15]1)=[O:16]. The reactants are CC1(C2=C(CNC1)C=NN2)C (7,7-dimethyl-4,5,6,7-tetrahydro-1H-pyrazolo[4,3-c]pyridine), COC(C(=C)N(C(=O)OC(C)(C)C)C(=O)OC(C)(C)C)=O (2-(di-tert-butoxycarbonylamino)-acrylic acid methyl ester). Run in CO (methanol). Reaction conditions: time 8 hour. The product is COC(C(CN1CC2=C(C(C1)(C)C)NN=C2)N(C(=O)OC(C)(C)C)C(=O)OC(C)(C)C)=O ((±)-2-(Di-tert-butoxycarbonylamino)-3-(7,7-dimethyl-1,4,6,7-tetrahydro-pyrazolo[4,3-c]pyridin-5-yl)-propionic acid methyl ester). Reaction SMILES: [CH3:1][C:2]1([CH3:11])[CH2:7][NH:6][CH2:5][C:4]2[CH:8]=[N:9][NH:10][C:3]1=2.[CH3:12][O:13][C:14](=[O:32])[C:15]([N:17]([C:25]([O:27][C:28]([CH3:31])([CH3:30])[CH3:29])=[O:26])[C:18]([O:20][C:21]([CH3:24])([CH3:23])[CH3:22])=[O:19])=[CH2:16]>CO>[CH3:12][O:13][C:14](=[O:32])[CH:15]([N:17]([C:25]([O:27][C:28]([CH3:31])([CH3:30])[CH3:29])=[O:26])[C:18]([O:20][C:21]([CH3:24])([CH3:22])[CH3:23])=[O:19])[CH2:16][N:6]1[CH2:7][C:2]([CH3:11])([CH3:1])[C:3]2[NH:10][N:9]=[CH:8][C:4]=2[CH2:5]1. Procedure details: To a solution of 7,7-dimethyl-4,5,6,7-tetrahydro-1H-pyrazolo[4,3-c]pyridine (160 mg) in methanol (3 mL) was added 2-(di-tert-butoxycarbonylamino)-acrylic acid methyl ester (331 mg). A gentle stream of nitrogen was applied and the reaction stirred overnight. In the morning, the volume was greatly reduced. The last traces of solvent were removed under high vacuum to give 490 mg (quant.) which was used without purification. 1H-NMR (CDCl3, 500 MHz) δ 1.24 (s, 3H), 1.26 (s, 3H), 1.38 (s, 18H), 2.33 (... Run in C1CCOC1 (THF). Product: NCC1=CC=C(C=C1)C(C#N)(C)C (2-[4-(aminomethyl)phenyl]-2-methylpropanenitrile). Procedure: 4-(1-cyano-1-methylethyl)benzonitrile (2.28 g, 13.41 mmol) is dissolved in dry THF and the solution cooled to 0° C. Red-Al (85% soln in toluene, 2.62 ml, 13.41 mmol of hydride) is added and the reaction stirred at 0° C. for 4 hours. The mixture is quenched with methanol and concentrated under vacuo. The residue is dissolved in CH2Cl2, washed with 2 portions of water, dried over magnesium sulfate, filtered and evaporated to dryness. The crude is purified by normal phase MPLC (SiO2, DCM to DCM/MeO... RXN SMILES: [C:1]([C:3]([C:6]1[CH:13]=[CH:12][C:9]([C:10]#[N:11])=[CH:8][CH:7]=1)([CH3:5])[CH3:4])#[N:2].COCCO[AlH2-]OCCOC.[Na+]>C1COCC1>[NH2:11][CH2:10][C:9]1[CH:12]=[CH:13][C:6]([C:3]([CH3:5])([CH3:4])[C:1]#[N:2])=[CH:7][CH:8]=1 |f:1.2|. Isolated yield 38.6%. The reactants are C(#N)C(C)(C)C1=CC=C(C#N)C=C1 (4-(1-cyano-1-methylethyl)benzonitrile), COCCO[AlH2-]OCCOC.[Na+] (Red-Al). Reaction conditions: temperature 0 celsius, time 4 hour. The reactants are O1CCOC2=C1C=CC(=C2)C=O (2,3-dihydrobenzo[1,4]dioxine-6-carbaldehyde), C(=C)[Mg]Br (vinylmagnesiumbromide), [Cl-].[NH4+] (ammonium chloride). Solvent: O1CCCC1 (tetrahydrofurane). Product: OC(C=C)C1=CC2=C(OCCO2)C=C1 (2,3-dihydro-6-(1-hydroxyallyl)benzo[1,4]dioxine). RXN SMILES: [CH:1]([Mg]Br)=[CH2:2].[O:5]1[C:10]2[CH:11]=[CH:12][C:13]([CH:15]=[O:16])=[CH:14][C:9]=2[O:8][CH2:7][CH2:6]1.[Cl-].[NH4+]>O1CCCC1>[OH:16][CH:15]([C:13]1[CH:12]=[CH:11][C:10]2[O:5][CH2:6][CH2:7][O:8][C:9]=2[CH:14]=1)[CH:1]=[CH2:2] |f:2.3|. Procedure details: To a solution of vinylmagnesiumbromide in tetrahydrofurane (29 mL 1M) maintained at a temperature below 4° C. is added portionwise 2,3-dihydrobenzo[1,4]dioxine-6-carbaldehyde (4.32 g). The mixture is further stirred at a temperature close to 0° C. for 1.75 h and hydrolized by adding an aqueous solution of ammonium chloride (36.5 mL 1M). The mixture is extracted with diethyl oxide. The organic layers are pooled, washed with water, dried over magnesium sulfate, filtered and concentrated under redu... As a reaction SMILES: [C:51](=[O:52])([O-:53])[O-:54].[CH3:62][CH2:63][O:64][C:65](=[O:66])[CH3:67].[Cl:42][c:43]1[n:44][cH:45][c:46]([C:49]#[N:50])[cH:47][cH:48]1.[Cs+:55].[Cs+:56].[O:1]1[CH2:2][O:3][c:4]2[c:5]1[cH:6][cH:7][c:8]([S:10](=[O:11])(=[O:12])[N:13]([CH2:14][CH:15]([CH:16]([CH2:17][c:18]1[cH:19][cH:20][c:21]([OH:24])[cH:22][cH:23]1)[NH:25][C:26]([O:27][CH:28]1[CH2:29][O:30][CH:31]3[O:32][CH2:33][CH2:34][CH:35]13)=[O:36])[OH:37])[CH2:38][CH:39]([CH3:40])[CH3:41])[cH:9]2.[O:57]=[CH:58][N:59]([CH3:60])[CH3:61]>>[O:1]1[CH2:2][O:3][c:4]2[c:5]1[cH:6][cH:7][c:8]([S:10](=[O:11])(=[O:12])[N:13]([CH2:14][CH:15]([CH:16]([CH2:17][c:18]1[cH:19][cH:20][c:21]([O:24][c:43]3[n:44][cH:45][c:46]([C:49]#[N:50])[cH:47][cH:48]3)[cH:22][cH:23]1)[NH:25][C:26]([O:27][CH:28]1[CH2:29][O:30][CH:31]3[O:32][CH2:33][CH2:34][CH:35]13)=[O:36])[OH:37])[CH2:38][CH:39]([CH3:40])[CH3:41])[cH:9]2. Product: CC(C)CN(CC(O)C(Cc1ccc(Oc2ccc(C#N)cn2)cc1)NC(=O)OC1COC2OCCC12)S(=O)(=O)c1ccc2c(c1)OCO2. The reactants are O=C([O-])[O-], CCOC(C)=O, N#Cc1ccc(Cl)nc1, [Cs+], [Cs+], CC(C)CN(CC(O)C(Cc1ccc(O)cc1)NC(=O)OC1COC2OCCC12)S(=O)(=O)c1ccc2c(c1)OCO2, CN(C)C=O. Starting materials: [BH4-], CO, CC=NC1CCCCCC1, [Na+]. The product is CCNC1CCCCCC1. Reaction SMILES: [BH4-:1].[CH3:13][OH:14].[CH:3]([CH3:4])=[N:5][CH:6]1[CH2:7][CH2:8][CH2:9][CH2:10][CH2:11][CH2:12]1.[Na+:2]>>[CH2:3]([CH3:4])[NH:5][CH:6]1[CH2:7][CH2:8][CH2:9][CH2:10][CH2:11][CH2:12]1.